This data is from the Open Reaction Database (ORD), a public repository of structured organic reaction records. The task is: describe an organic reaction: reactants, conditions, products, and yield The reactants are C(C)(=O)NC1=CC=C(OC(C(=O)OCC)C)C=C1 (Ethyl 2-(4-acetamidophenoxy)propanoate). Reagents/catalysts: Cl (hydrochloric acid). Solvent: C(C)O (ethanol). Yields the product NC1=CC=C(OC(C(=O)OCC)C)C=C1 (ethyl 2-(4-aminophenoxy)propanoate). The yield is 95.6%. As a reaction SMILES: C([NH:4][C:5]1[CH:18]=[CH:17][C:8]([O:9][CH:10]([CH3:16])[C:11]([O:13][CH2:14][CH3:15])=[O:12])=[CH:7][CH:6]=1)(=O)C>Cl.C(O)C>[NH2:4][C:5]1[CH:6]=[CH:7][C:8]([O:9][CH:10]([CH3:16])[C:11]([O:13][CH2:14][CH3:15])=[O:12])=[CH:17][CH:18]=1. Reported procedure: Ethyl 2-(4-acetamidophenoxy)propanoate (5.0 g, 2.0 mmol) is hydrolyzed by refluxing for 6 hours at 80° C. with ethanol (10 mL) and 3 drops of concentrated hydrochloric acid. The reaction is concentrated under reduced pressure to obtain ethyl 2-(4-aminophenoxy)propanoate (0.4 g) (yield 95%). Reactants: CC1(OC2=C(C1)C(=C(C(=C2C)C)N)C)CN2CCNCC2 (2,3-dihydro-2,4,6,7-tetramethyl-2-[(1-piperazinyl)methyl]-5-benzofuranamine), C1(=CC=CC=C1)CCC(=O)O (3-phenylpropionic acid). Product: CC1(OC2=C(C1)C(=C(C(=C2C)C)N)C)CN2CCN(CC2)C(CCC2=CC=CC=C2)=O (2,3-Dihydro-2,4,6,7-tetramethyl-2-[[4-(3-phenylpropionyl)-1-piperazinyl]methyl]-5-benzofuranamine). Isolated yield 73.0%. Reaction SMILES: [CH3:1][C:2]1([CH2:15][N:16]2[CH2:21][CH2:20][NH:19][CH2:18][CH2:17]2)[CH2:6][C:5]2[C:7]([CH3:14])=[C:8]([NH2:13])[C:9]([CH3:12])=[C:10]([CH3:11])[C:4]=2[O:3]1.[C:22]1([CH2:28][CH2:29][C:30](O)=[O:31])[CH:27]=[CH:26][CH:25]=[CH:24][CH:23]=1>>[CH3:1][C:2]1([CH2:15][N:16]2[CH2:21][CH2:20][N:19]([C:30](=[O:31])[CH2:29][CH2:28][C:22]3[CH:27]=[CH:26][CH:25]=[CH:24][CH:23]=3)[CH2:18][CH2:17]2)[CH2:6][C:5]2[C:7]([CH3:14])=[C:8]([NH2:13])[C:9]([CH3:12])=[C:10]([CH3:11])[C:4]=2[O:3]1. Procedure: Using 2,3-dihydro-2,4,6,7-tetramethyl-2-[(1-piperazinyl)methyl]-5-benzofuranamine and 3-phenylpropionic acid, the procedure of Example 10 was otherwise repeated to provide the title compound. Yield 73%.